Dataset: the Open Reaction Database (ORD), a public repository of structured organic reaction records. Task: describe an organic reaction: reactants, conditions, products, and yield Starting materials: CON(C(C1=C(C=CC=C1)SC)=O)C (N-Methoxy-N-methyl-2-methylsulfanyl-benzamide), BrC1=NC(=C(C=C1N(S(=O)(=O)C1=CC(=C(C=C1)Cl)C(F)(F)F)COC)Cl)C (N-(2-bromo-5-chloro-6-methyl-pyridin-3-yl)-4-chloro-N-methoxymethyl-3-trifluoromethyl-benzenesulfonamide), C(C)(C)[Mg]Cl (isopropylmagnesiumchloride). Solvent: C1CCOC1 (THF), C1CCOC1 (THF). Conditions: temperature 0 celsius, time 1 hour. Product: ClC1=C(C=C(C=C1)S(=O)(=O)N(COC)C=1C(=NC(=C(C1)Cl)C)C(C1=C(C=CC=C1)SC)=O)C(F)(F)F (4-chloro-N-[5-chloro-6-methyl-2-(2-methylsulfanyl-benzoyl)-pyridin-3-yl]-N-methoxymethyl-3-trifluoromethyl-benzenesulfonamide). As a reaction SMILES: Br[C:2]1[C:7]([N:8]([CH2:23][O:24][CH3:25])[S:9]([C:12]2[CH:17]=[CH:16][C:15]([Cl:18])=[C:14]([C:19]([F:22])([F:21])[F:20])[CH:13]=2)(=[O:11])=[O:10])=[CH:6][C:5]([Cl:26])=[C:4]([CH3:27])[N:3]=1.C([Mg]Cl)(C)C.CON(C)[C:36](=[O:45])[C:37]1[CH:42]=[CH:41][CH:40]=[CH:39][C:38]=1[S:43][CH3:44]>C1COCC1>[Cl:18][C:15]1[CH:16]=[CH:17][C:12]([S:9]([N:8]([C:7]2[C:2]([C:36](=[O:45])[C:37]3[CH:42]=[CH:41][CH:40]=[CH:39][C:38]=3[S:43][CH3:44])=[N:3][C:4]([CH3:27])=[C:5]([Cl:26])[CH:6]=2)[CH2:23][O:24][CH3:25])(=[O:11])=[O:10])=[CH:13][C:14]=1[C:19]([F:22])([F:21])[F:20]. Procedure: To a stirred solution of N-(2-bromo-5-chloro-6-methyl-pyridin-3-yl)-4-chloro-N-methoxymethyl-3-trifluoromethyl-benzenesulfonamide (255 mg, 0.5 mmol) in anhydrous THF (3 mL) was added 2 M isopropylmagnesiumchloride in THF (600 μL, 1.2 mmol) at −40° C. It was then warmed to 0° C. and stirred at the same temperature for 1 h and then N-Methoxy-N-methyl-2-methylsulfanyl-benzamide (422 mg, 1.00 mmol) was added in and the progress of the reaction was followed by LCMS. The reaction mixture was warmed to... The reactants are O=C([O-])O, CC(C)(C)OC(=O)N1CCN(C(=O)C2CCNCC2)CC1, CCO, Clc1cc(Cl)ncn1, [Na+]. Product: CC(C)(C)OC(=O)N1CCN(C(=O)C2CCN(c3cc(Cl)ncn3)CC2)CC1. As a reaction SMILES: [C:30](=[O:31])([O-:32])[OH:33].[C:9]([CH3:10])([CH3:11])([CH3:12])[O:13][C:14](=[O:15])[N:16]1[CH2:17][CH2:18][N:19]([C:22](=[O:23])[CH:24]2[CH2:25][CH2:26][NH:27][CH2:28][CH2:29]2)[CH2:20][CH2:21]1.[CH3:35][CH2:36][OH:37].[Cl:1][c:2]1[n:3][cH:4][n:5][c:6]([Cl:8])[cH:7]1.[Na+:34]>>[c:2]1([N:27]2[CH2:26][CH2:25][CH:24]([C:22]([N:19]3[CH2:18][CH2:17][N:16]([C:14]([O:13][C:9]([CH3:10])([CH3:11])[CH3:12])=[O:15])[CH2:21][CH2:20]3)=[O:23])[CH2:29][CH2:28]2)[n:3][cH:4][n:5][c:6]([Cl:8])[cH:7]1. The reactants are CCCC[N+](CCCC)(CCCC)CCCC.[F-] (TBAF), N1(CCCC1)CCOC=1C=C2CCN(C(C2=CC1)C1=CC=C(C=C1)OS(=O)(=O)C1=CC=C(C=C1)C)C(C(F)(F)F)=O (toluene-4-sulfonic acid 4-[6-(2-pyrrolidin-1-yl-ethoxy)-2-trifluoroacetyl-1,2,3,4-tetrahydroisoquinolin-1-yl]phenyl ester). Solvent: C1CCOC1 (THF), C1CCOC1 (THF). Yields the product FC(C(=O)N1C(C2=CC=C(C=C2CC1)OCCN1CCCC1)C1=CC=C(C=C1)O)(F)F (2,2,2-Trifluoro-1-[1-(4-hydroxyphenyl)-6-(2-pyrrolidin-1-yl-ethoxy)-3,4-dihydro-1H-isoquinolin-2yl]ethanone). Yield: 183.5%. As a reaction SMILES: CCCC[N+](CCCC)(CCCC)CCCC.[F-].[N:19]1([CH2:24][CH2:25][O:26][C:27]2[CH:28]=[C:29]3[C:34](=[CH:35][CH:36]=2)[CH:33]([C:37]2[CH:42]=[CH:41][C:40]([O:43]S(C4C=CC(C)=CC=4)(=O)=O)=[CH:39][CH:38]=2)[N:32]([C:54](=[O:59])[C:55]([F:58])([F:57])[F:56])[CH2:31][CH2:30]3)[CH2:23][CH2:22][CH2:21][CH2:20]1>C1COCC1>[F:57][C:55]([F:56])([F:58])[C:54]([N:32]1[CH2:31][CH2:30][C:29]2[C:34](=[CH:35][CH:36]=[C:27]([O:26][CH2:25][CH2:24][N:19]3[CH2:23][CH2:22][CH2:21][CH2:20]3)[CH:28]=2)[CH:33]1[C:37]1[CH:38]=[CH:39][C:40]([OH:43])=[CH:41][CH:42]=1)=[O:59] |f:0.1|. Reported procedure: A solution of 1M TBAF in THF (2.8 ml, 2.82 mmol) and toluene-4-sulfonic acid 4-[6-(2-pyrrolidin-1-yl-ethoxy)-2-trifluoroacetyl-1,2,3,4-tetrahydroisoquinolin-1-yl]phenyl ester (0.415 g, 0.71 mmol) in anhydrous THF (50 ml) was refluxed under N2 for 18 hr, then concentrated in vacuo to a green oil. This was suspended in sat. NaHCO3 solution (25 ml), then extracted with EtOAc (3×40 ml). The combined extracts were dried over MgSO4 and concentrated in vacuo to give 0.566 g of green oil. Purification b... Yield: 95.3%. Reaction conditions: time 20 minute. Procedure details: To a solution of NaH (6.86 g, 0.172 mole, 60% in mineral oil, 1.3 equiv) in THF (250 mL), add dropwise a solution of N-methylacetamide (11.6 g, 0.159 mole, 1.2 equiv) in THF (90 mL). After about 20 min, add 4-fluorobenzylbromide (25 g, 0.132 mole). Stir for about 62 hours then pour over ice water (300 mL) and extract with ethyl acetate (400 mL and 200 mL). Combine the organic layers and wash with water (300 mL), dry over Na2SO4, filter and concentrate to an oil. Dissolve the oil in acetonitrile ... Yields the product CN(C(C)=O)CC1=CC=C(C=C1)F (N-methyl-N-(4-fluorobenzyl)acetamide). RXN SMILES: [H-].[Na+].[CH3:3][NH:4][C:5](=[O:7])[CH3:6].[F:8][C:9]1[CH:16]=[CH:15][C:12]([CH2:13]Br)=[CH:11][CH:10]=1>C1COCC1>[CH3:3][N:4]([CH2:13][C:12]1[CH:15]=[CH:16][C:9]([F:8])=[CH:10][CH:11]=1)[C:5](=[O:7])[CH3:6] |f:0.1|. Reactants: [H-].[Na+] (NaH), CNC(C)=O (N-methylacetamide), ice water, FC1=CC=C(CBr)C=C1 (4-fluorobenzylbromide). The solvent is C1CCOC1 (THF), C1CCOC1 (THF). Starting materials: C(C1=CC=CC=C1)(=O)OC([C@H](O)[C@@H](O)C(=O)OC(C1=CC=CC=C1)=O)=O (di-O-benzoyl-L-tartaric acid), C1(=CC=CC=C1)C(CN1CCCC1)O (1-phenyl-2-(1-pyrrolidinyl)-ethanol). The solvent is CO (methanol), CO (methanol), [OH-].[Na+] (sodium hydroxide), CO (methanol). Run at time 2 day. The product is C1(=CC=CC=C1)[C@H](CN1CCCC1)O ((R)-1-Phenyl-2-(1-pyrrolidinyl)-ethanol). RXN SMILES: C(OC(=O)[C@@H]([C@H](C(OC(=O)C1C=CC=CC=1)=O)O)O)(=O)C1C=CC=CC=1.[C:27]1([CH:33]([OH:40])[CH2:34][N:35]2[CH2:39][CH2:38][CH2:37][CH2:36]2)[CH:32]=[CH:31][CH:30]=[CH:29][CH:28]=1>CO.[OH-].[Na+]>[C:27]1([C@@H:33]([OH:40])[CH2:34][N:35]2[CH2:39][CH2:38][CH2:37][CH2:36]2)[CH:28]=[CH:29][CH:30]=[CH:31][CH:32]=1 |f:3.4|. Procedure: Solutions of 35.8 g of di-O-benzoyl-L-tartaric acid in 150 ml methanol and 19.1 g of 1-phenyl-2-(1-pyrrolidinyl)-ethanol in 100 ml of methanol were mixed and the mixture left standing in a refrigerator for 2 days. The crystalline product was filtered off, washed with a small amount of cold methanol and diethyl ether and dried. The product was repeatedly recrystallised from hot ethanol, yielding an optically pure diastereomeric salt of 15.0 g. The free base was released by dissolving the salt in ... Starting materials: Cl.N[C@H]1[C@H](CCC1)C(=O)O ((1S,2R)-2-Amino-cyclopentanecarboxylic acid hydrochloride), solution, C[Si](C)(C)C=[N+]=[N-] ((trimethylsilyl)diazomethane), hexanes. Solvent: C1=CC=CC=C1 (benzene), CO (methanol). Conditions: temperature 0 celsius, time 30 minute. Yields the product Cl.COC(=O)[C@@H]1[C@@H](CCC1)N ((1S,2R)-2-Amino-cyclopentanecarboxylic acid methyl ester hydrochloride). RXN SMILES: [ClH:1].[NH2:2][C@@H:3]1[CH2:7][CH2:6][CH2:5][C@@H:4]1[C:8]([OH:10])=[O:9].[CH3:11][Si](C=[N+]=[N-])(C)C>C1C=CC=CC=1.CO>[ClH:1].[CH3:11][O:9][C:8]([C@H:4]1[CH2:5][CH2:6][CH2:7][C@H:3]1[NH2:2])=[O:10] |f:0.1,5.6|. Reported procedure: (1S,2R)-2-Amino-cyclopentanecarboxylic acid hydrochloride (126 mg, 0.76 mmol) was dissolved in a 1:1 mixture of benzene and methanol (8 mL). The mixture was cooled to 0° C. A 2.0 M solution of (trimethylsilyl)diazomethane in hexanes (0.57 mL, 1.14 mmol) was added and the reaction was stirred at 25° C. for 30 min. The mixture was concentrated and dried in vacuo. The crude product was directly used in the next step. The reactants are C(\C=C\C)(=O)O (crotonic acid), C(O)CN (ethanol-amine). The solvent is N1=CC=CC=C1 (pyridine). Product: OCCNC(C(=O)O)CC (N-(2-hydroxyethyl)-aminobutyric acid). Reaction SMILES: [C:1]([OH:6])(=[O:5])/[CH:2]=[CH:3]/[CH3:4].[CH2:7]([CH2:9][NH2:10])[OH:8]>N1C=CC=CC=1>[OH:8][CH2:7][CH2:9][NH:10][CH:2]([CH2:3][CH3:4])[C:1]([OH:6])=[O:5]. Reported procedure: A solution of 86 g of crotonic acid (1 mole) and ethanol-amine (1 mole) in pyridine (200 ml) is refluxed for 2-3 hours and subsequently cooled. The resulting produce is filtered and recrystallized to yield the title compound having m.p. 178°-180° C. (compound 1.1, Table 1). Following analogous procedure, the compounds 1.2-1.7, 1.10, 1.11, and 1.13-1.15 set forth in Table 1 are obtained. Reactants: COC=1C=C2C=CC=NC2=C(C1)N (6-methoxyquinolin-8-amine), COC=1C=C2C=CC=NC2=C(C1)N (6-methoxyquinolin-8-amine), ClC1=C(C=CC(=C1)Cl)S(=O)(=O)Cl (2,4-dichlorobenzenesulfonyl chloride). Yields the product ClC1=C(C=CC(=C1)Cl)S(=O)(=O)NC=1C=C(C=C2C=CC=NC12)OC (2,4-Dichloro-N-(6-methoxyquinolin-8-yl)benzenesulfonamide). Yield: 52.2%. Reaction SMILES: [CH3:1][O:2][C:3]1[CH:4]=[C:5]2[C:10](=[C:11]([NH2:13])[CH:12]=1)[N:9]=[CH:8][CH:7]=[CH:6]2.[Cl:14][C:15]1[CH:20]=[C:19]([Cl:21])[CH:18]=[CH:17][C:16]=1[S:22](Cl)(=[O:24])=[O:23]>>[Cl:14][C:15]1[CH:20]=[C:19]([Cl:21])[CH:18]=[CH:17][C:16]=1[S:22]([NH:13][C:11]1[CH:12]=[C:3]([O:2][CH3:1])[CH:4]=[C:5]2[C:10]=1[N:9]=[CH:8][CH:7]=[CH:6]2)(=[O:24])=[O:23]. Procedure: In a similar fashion using route 14 general procedure 26, 6-methoxyquinolin-8-amine (Intermediate 23) (60 mg, 0.35 mmol), 2,4-dichlorobenzenesulfonyl chloride (110 mg, 0.45 mmol) gave the title compound (70 mg, 53%) after purification by column chromatography with DCM as the eluent. The reactants are Cl.NCC(=O)N (Glycinamide hydrochloride), O=CCCC(=O)OCC(C)C (isobutyl 4-oxobutanoate). The product is O=C1NC2N(C1)C(CC2)=O (2.5-Dioxohexahydro-1H-pyrrolo[1,2-a]imidazole). Isolated yield 22.6%. As a reaction SMILES: Cl.[NH2:2][CH2:3][C:4]([NH2:6])=[O:5].[O:7]=[CH:8][CH2:9][CH2:10][C:11](OCC(C)C)=O>>[O:5]=[C:4]1[CH2:3][N:2]2[C:8](=[O:7])[CH2:9][CH2:10][CH:11]2[NH:6]1 |f:0.1|. Procedure: Glycinamide hydrochloride (4.2 g, 38 mmol) and isobutyl 4-oxobutanoate (5 g, 31.6 mmol) were reacted together according to the procedure of example 2, to give the title compound 1 g (22.6%), m.p. 154°-157° C.